Dataset: the Open Reaction Database (ORD), a public repository of structured organic reaction records. Task: describe an organic reaction: reactants, conditions, products, and yield The reactants are CC(C)(C)CC1NC(C(=O)Nc2ccn(CC(C)(C)OCC3CO3)n2)C(c2cccc(Cl)c2F)C1(C#N)c1ccc(Cl)cc1F, CC(C)=O, CCOC(C)=O, [O-][Cl+3]([O-])([O-])O, O. The product is CC(C)(C)CC1NC(C(=O)Nc2ccn(CC(C)(C)OCC(O)CO)n2)C(c2cccc(Cl)c2F)C1(C#N)c1ccc(Cl)cc1F. RXN SMILES: [CH3:1][C:2]([CH2:3][n:4]1[n:5][c:6]([NH:9][C:10](=[O:11])[CH:12]2[NH:13][CH:14]([CH2:35][C:36]([CH3:37])([CH3:38])[CH3:39])[C:15]([C:25]#[N:26])([c:27]3[c:28]([F:34])[cH:29][c:30]([Cl:33])[cH:31][cH:32]3)[CH:16]2[c:17]2[c:18]([F:24])[c:19]([Cl:23])[cH:20][cH:21][cH:22]2)[cH:7][cH:8]1)([CH3:40])[O:41][CH2:42][CH:43]1[O:44][CH2:45]1.[CH3:47][C:48]([CH3:49])=[O:50].[CH3:56][CH2:57][O:58][C:59](=[O:60])[CH3:61].[Cl+3:51]([OH:52])([O-:53])([O-:54])[O-:55].[OH2:46]>>[CH3:1][C:2]([CH2:3][n:4]1[n:5][c:6]([NH:9][C:10](=[O:11])[CH:12]2[NH:13][CH:14]([CH2:35][C:36]([CH3:37])([CH3:38])[CH3:39])[C:15]([C:25]#[N:26])([c:27]3[c:28]([F:34])[cH:29][c:30]([Cl:33])[cH:31][cH:32]3)[CH:16]2[c:17]2[c:18]([F:24])[c:19]([Cl:23])[cH:20][cH:21][cH:22]2)[cH:7][cH:8]1)([CH3:40])[O:41][CH2:42][CH:43]([CH2:45][OH:44])[OH:50]. Starting materials: ClCCl, CC(C)(C)N1CCCC1C(=O)NCC(O)C(Cc1ccccc1)NC(=O)C(CC(N)=O)NC(=O)c1ccc2ccccc2n1, O=C(OO)c1cccc(Cl)c1. The product is CC(C)(C)N1CCCC1C(=O)[NH+]([O-])CC(O)C(Cc1ccccc1)NC(=O)C(CC(N)=O)NC(=O)c1ccc2ccccc2n1. As a reaction SMILES: [Cl:56][CH2:57][Cl:58].[OH:1][CH:2]([CH2:3][NH:4][C:5]([CH:6]1[N:7]([C:11]([CH3:12])([CH3:13])[CH3:14])[CH2:8][CH2:9][CH2:10]1)=[O:15])[CH:16]([CH2:17][c:18]1[cH:19][cH:20][cH:21][cH:22][cH:23]1)[NH:24][C:25]([CH:26]([NH:27][C:28](=[O:29])[c:30]1[n:31][c:32]2[cH:33][cH:34][cH:35][cH:36][c:37]2[cH:38][cH:39]1)[CH2:40][C:41]([NH2:42])=[O:43])=[O:44].[OH:45][O:46][C:47]([c:48]1[cH:49][c:50]([Cl:51])[cH:52][cH:53][cH:54]1)=[O:55]>>[OH:1][CH:2]([CH2:3][NH+:4]([C:5]([CH:6]1[N:7]([C:11]([CH3:12])([CH3:13])[CH3:14])[CH2:8][CH2:9][CH2:10]1)=[O:15])[O-:45])[CH:16]([CH2:17][c:18]1[cH:19][cH:20][cH:21][cH:22][cH:23]1)[NH:24][C:25]([CH:26]([NH:27][C:28](=[O:29])[c:30]1[n:31][c:32]2[cH:33][cH:34][cH:35][cH:36][c:37]2[cH:38][cH:39]1)[CH2:40][C:41]([NH2:42])=[O:43])=[O:44]. Reaction SMILES: [C:31](=[O:32])([OH:33])[O-:34].[CH3:36][c:37]1[cH:38][cH:39][cH:40][cH:41][cH:42]1.[Cl:43][CH2:44][Cl:45].[F:24][C:25]([F:26])([F:27])[C:28]([OH:29])=[O:30].[NH2:1][CH2:2][CH2:3][c:4]1[cH:5][nH:6][c:7]2[cH:8][cH:9][cH:10][cH:11][c:12]12.[Na+:35].[O:13]1[CH2:14][CH2:15][c:16]2[c:17]1[cH:18][cH:19][c:20]([CH:22]=[O:23])[cH:21]2>>[NH:1]1[CH2:2][CH2:3][c:4]2[c:5]([nH:6][c:7]3[cH:8][cH:9][cH:10][cH:11][c:12]23)[CH:22]1[c:20]1[cH:19][cH:18][c:17]2[c:16]([cH:21]1)[CH2:15][CH2:14][O:13]2. Reactants: O=C([O-])O, Cc1ccccc1, ClCCl, O=C(O)C(F)(F)F, NCCc1c[nH]c2ccccc12, [Na+], O=Cc1ccc2c(c1)CCO2. The product is c1ccc2c3c([nH]c2c1)C(c1ccc2c(c1)CCO2)NCC3.